From a dataset of the Open Reaction Database (ORD), a public repository of structured organic reaction records. describe an organic reaction: reactants, conditions, products, and yield Starting materials: BrB(Br)Br, COCc1nccc(N2CCCCC2)n1, ClCCl, [Na+], [OH-]. Product: OCc1nccc(N2CCCCC2)n1. RXN SMILES: [B:1]([Br:2])([Br:3])[Br:4].[CH3:5][O:6][CH2:7][c:8]1[n:9][cH:10][cH:11][c:12]([N:14]2[CH2:15][CH2:16][CH2:17][CH2:18][CH2:19]2)[n:13]1.[Cl:22][CH2:23][Cl:24].[Na+:21].[OH-:20]>>[OH:6][CH2:7][c:8]1[n:9][cH:10][cH:11][c:12]([N:14]2[CH2:15][CH2:16][CH2:17][CH2:18][CH2:19]2)[n:13]1.